This data is from the Open Reaction Database (ORD), a public repository of structured organic reaction records. The task is: describe an organic reaction: reactants, conditions, products, and yield Reactants: COC1=CC(=C(C=C1C)CC#N)C ((4-methoxy-2,5-dimethyl-phenyl)-acetonitrile), [H][H] (hydrogen). Reagents/catalysts: [Ni] (Raney® nickel). Solvent: N (ammonia). Run at time 18 hour. Product: N (ammonia), COC1=CC(=C(C=C1C)CCN)C (2-(4-Methoxy-2,5-dimethyl-phenyl)-ethylamine). Reaction SMILES: [CH3:1][O:2][C:3]1[C:8]([CH3:9])=[CH:7][C:6]([CH2:10][C:11]#[N:12])=[C:5]([CH3:13])[CH:4]=1.[H][H]>N.[Ni]>[NH3:12].[CH3:1][O:2][C:3]1[C:8]([CH3:9])=[CH:7][C:6]([CH2:10][CH2:11][NH2:12])=[C:5]([CH3:13])[CH:4]=1. Reported procedure: A mixture of (4-methoxy-2,5-dimethyl-phenyl)-acetonitrile (200 mg, 1.14 mmol) and Raney® nickel (50 mg) in 2M methanolic ammonia (10 mL) was stirred under 60 psi of hydrogen gas at room temperature for 18 hours. Tlc analysis showed that not all of the starting material had been consumed and so further Raney® nickel (50 mg) in 2M methanolic ammonia (10 mL) was added. The reaction mixture was stirred under 60 psi of hydrogen gas for an additional 18 hours at room temperature and was then filtered ... The reactants are O=C([O-])O, ClCCl, COc1cc2c(cc1OC)C(=O)C(Cc1ccncc1)C2, O=C(OO)c1cccc(Cl)c1, [Na+]. Yields the product COc1cc2c(cc1OC)C(=O)C(Cc1cc[n+]([O-])cc1)C2. RXN SMILES: [C:33](=[O:34])([OH:35])[O-:36].[CH2:38]([Cl:39])[Cl:40].[CH3:1][O:2][c:3]1[cH:4][c:5]2[c:9]([cH:10][c:11]1[O:12][CH3:13])[C:8](=[O:14])[CH:7]([CH2:15][c:16]1[cH:17][cH:18][n:19][cH:20][cH:21]1)[CH2:6]2.[Cl:22][c:23]1[cH:24][cH:25][cH:26][c:27]([C:28]([O:29][OH:31])=[O:30])[cH:32]1.[Na+:37]>>[CH3:1][O:2][c:3]1[cH:4][c:5]2[c:9]([cH:10][c:11]1[O:12][CH3:13])[C:8](=[O:14])[CH:7]([CH2:15][c:16]1[cH:17][cH:18][n+:19]([O-:30])[cH:20][cH:21]1)[CH2:6]2. Reactants: [N+](=O)([O-])C1=C(C=O)C=CC(=C1)[N+](=O)[O-] (2,4-dinitrobenzaldehyde), [N+](=O)([O-])C=1C(=C(C=O)C=CC1)[N+](=O)[O-] (dinitrobenzaldehyde), [N+](=O)([O-])C1=C(C=O)C=CC(=C1)[N+](=O)[O-] (2,4-dinitrobenzaldehyde), [N+](=O)([O-])C1=C(C=O)C=CC(=C1)[N+](=O)[O-] (2,4-Dinitrobenzaldehyde). Reagents/catalysts: [Fe] (iron). Solvent: C(C)(=O)O.C(C)(=O)OCC (acetic acid ethyl acetate), O (water). Run at temperature 35 celsius, time 6 hour. Product: NC1=C(C=O)C=CC(=C1)N (2,4-diaminobenzaldehyde). The yield is 71.9%. Reaction SMILES: [N+:1]([C:4]1[CH:11]=[C:10]([N+:12]([O-])=O)[CH:9]=[CH:8][C:5]=1[CH:6]=[O:7])([O-])=O.[N+](C1C([N+]([O-])=O)=C(C=CC=1)C=O)([O-])=O>C(O)(=O)C.C(OCC)(=O)C.O.[Fe]>[NH2:1][C:4]1[CH:11]=[C:10]([NH2:12])[CH:9]=[CH:8][C:5]=1[CH:6]=[O:7] |f:2.3|. Reported procedure: To a nitrogen purged 5 liter 4-neck flask fitted with a condenser, mechanical stirrer, addition funnel, and temperature probe, was added 325 mesh iron dust, which can be obtained from Aldrich, Milwaukee, Wis. (220 g, 3.9 mol, 8 equiv), water (800 mL), and glacial acetic acid (5 mL). Over the next hour, some frothing occurred and the temperature rose to 28° C. In a separate container, 2,4-dinitrobenzaldehyde (97 g, 0.49 mol, 1 equiv) was dissolved in 1:1 glacial acetic acid/ethyl acetate (800 mL)... Starting materials: C(CCCCCCCCCCC)NC(=O)C1=CC=C(CN(C(C(=O)OCC)=O)CC2CCN(CC2)C(=O)OC(C)(C)C)C=C1 (tert-butyl 4-({{4-[(dodecylamino)carbonyl]benzyl}[ethoxy(oxo)acetyl]amino}methyl)piperidine-1-carboxylate), solution, Cl (HCl). Run in C(Cl)Cl (DCM), O1CCOCC1 (dioxane). Run at temperature 0 celsius, time 4 hour. Product: Cl.C(C)OC(C(=O)N(CC1CCNCC1)CC1=CC=C(C=C1)C(=O)NCCCCCCCCCCCC)=O (ethyl[{4-[(dodecylamino)carbonyl]benzyl}(piperidin-4-ylmethyl)-amino](oxo)acetate hydrochloride). Isolated yield 73.0%. Reaction SMILES: [CH2:1]([NH:13][C:14]([C:16]1[CH:44]=[CH:43][C:19]([CH2:20][N:21]([CH2:29][CH:30]2[CH2:35][CH2:34][N:33](C(OC(C)(C)C)=O)[CH2:32][CH2:31]2)[C:22](=[O:28])[C:23]([O:25][CH2:26][CH3:27])=[O:24])=[CH:18][CH:17]=1)=[O:15])[CH2:2][CH2:3][CH2:4][CH2:5][CH2:6][CH2:7][CH2:8][CH2:9][CH2:10][CH2:11][CH3:12].[ClH:45]>C(Cl)Cl.O1CCOCC1>[ClH:45].[CH2:26]([O:25][C:23](=[O:24])[C:22]([N:21]([CH2:20][C:19]1[CH:18]=[CH:17][C:16]([C:14]([NH:13][CH2:1][CH2:2][CH2:3][CH2:4][CH2:5][CH2:6][CH2:7][CH2:8][CH2:9][CH2:10][CH2:11][CH3:12])=[O:15])=[CH:44][CH:43]=1)[CH2:29][CH:30]1[CH2:31][CH2:32][NH:33][CH2:34][CH2:35]1)=[O:28])[CH3:27] |f:4.5|. Procedure: To a cold (0° C.) solution of tert-butyl 4-({{4-[(dodecylamino)carbonyl]benzyl}[ethoxy(oxo)acetyl]amino}methyl)piperidine-1-carboxylate (3.84 g, 6.24 mmol) in DCM (25 mL) was added a 4 N solution of HCl in dioxane (31.1 mL) and the resulting reaction mixture was stirred 4 h at 0° C. Evaporation of the solvents gave a white amorphous solid (73%). 1H NMR (DMDO-d6, 300 MHz) δ 9.03 (m, 0.5H), 8.70 (m, 0.5H), 8.50 (m, 1H), 7.85 (m, 2H), 7.33 (m, 2H), 4.56 (d, 2H, J=8.9 Hz), 4.40-4.20 (m, 2H), 3.35-3.... The reactants are ClCC=1C(=NC(=NC1)C1=CC=C(C=C1)OC(F)(F)F)C1CC1 (5-Chloromethyl-4-cyclopropyl-2-(4-trifluoromethoxy-phenyl)-pyrimidine), C(C)OC(C(C)(C)OC1=C(C=C(C=C1)SC(C)=O)C)=O (2-(4-acetylsulfanyl-2-methyl-phenoxy)-2-methyl-propionic acid ethyl ester), CO (MeOH), C(=O)([O-])[O-].[Cs+].[Cs+] (Cs2CO3). Run in C(C)#N (acetonitrile). Run at time 27 hour. Yields the product C(C)OC(C(C)(C)OC1=C(C=C(C=C1)SCC=1C(=NC(=NC1)C1=CC=C(C=C1)OC(F)(F)F)C1CC1)C)=O (2-{4-[4-Cyclopropyl-2-(4-trifluoromethoxy-phenyl)-pyrimidin-5-ylmethylsulfanyl]-2-methyl-phenoxy}-2-methyl-propionic acid ethyl ester). Isolated yield 78.3%. RXN SMILES: Cl[CH2:2][C:3]1[C:4]([CH:20]2[CH2:22][CH2:21]2)=[N:5][C:6]([C:9]2[CH:14]=[CH:13][C:12]([O:15][C:16]([F:19])([F:18])[F:17])=[CH:11][CH:10]=2)=[N:7][CH:8]=1.[CH2:23]([O:25][C:26](=[O:42])[C:27]([O:30][C:31]1[CH:36]=[CH:35][C:34]([S:37]C(=O)C)=[CH:33][C:32]=1[CH3:41])([CH3:29])[CH3:28])[CH3:24].CO.C([O-])([O-])=O.[Cs+].[Cs+]>C(#N)C>[CH2:23]([O:25][C:26](=[O:42])[C:27]([O:30][C:31]1[CH:36]=[CH:35][C:34]([S:37][CH2:2][C:3]2[C:4]([CH:20]3[CH2:22][CH2:21]3)=[N:5][C:6]([C:9]3[CH:14]=[CH:13][C:12]([O:15][C:16]([F:19])([F:18])[F:17])=[CH:11][CH:10]=3)=[N:7][CH:8]=2)=[CH:33][C:32]=1[CH3:41])([CH3:28])[CH3:29])[CH3:24] |f:3.4.5|. Procedure details: 0.399 g (1.2 mmol) of 5-Chloromethyl-4-cyclopropyl-2-(4-trifluoromethoxy-phenyl)-pyrimidine (example 150D]) and 0.300 g (1.0 mmol) of 2-(4-acetylsulfanyl-2-methyl-phenoxy)-2-methyl-propionic acid ethyl ester (example 142C]) were dissolved in 2.0 ml of acetonitrile and 0.08 ml of MeOH and treated with 0.462 g (1.4 mmol) of Cs2CO3. After vigorous stirring for 27 h at ambient temperature and filtration, the solvent was evaporated and the residue redissolved in dichloromethane and filtered again and...